Dataset: the Open Reaction Database (ORD), a public repository of structured organic reaction records. Task: describe an organic reaction: reactants, conditions, products, and yield Starting materials: N1=CC=CC=C1 (Pyridine), CS(=O)C (dimethyl sulfoxide), ClC1=CC=2N(C(=N1)OC)N=C(N2)S(=O)(=O)Cl (7-chloro-5-methoxy-1,2,4-triazolo[1,5-c]pyrimidine-2-sulfonyl chloride), NC1=NN(C=C1Br)C (3-amino-4-bromo-1-methylpyrazole). Run in C(C)#N (acetonitrile). The product is BrC=1C(=NN(C1)C)NS(=O)(=O)C1=NN2C(=NC(=CC2=N1)Cl)OC (N-(4-Bromo-1-methylpyrazol-3-yl)-7-chloro-5-methoxy-1,2,4-triazolo[1,5-c]-pyrimidine-2-sulfonamide). RXN SMILES: N1C=CC=CC=1.CS(C)=O.[Cl:11][C:12]1[N:17]=[C:16]([O:18][CH3:19])[N:15]2[N:20]=[C:21]([S:23](Cl)(=[O:25])=[O:24])[N:22]=[C:14]2[CH:13]=1.[NH2:27][C:28]1[C:32]([Br:33])=[CH:31][N:30]([CH3:34])[N:29]=1>C(#N)C>[Br:33][C:32]1[C:28]([NH:27][S:23]([C:21]2[N:22]=[C:14]3[N:15]([C:16]([O:18][CH3:19])=[N:17][C:12]([Cl:11])=[CH:13]3)[N:20]=2)(=[O:25])=[O:24])=[N:29][N:30]([CH3:34])[CH:31]=1. Procedure: Pyridine (1.08 g, 8.0 mmol) and dimethyl sulfoxide (0.2 g) were added to a solution of 7-chloro-5-methoxy-1,2,4-triazolo[1,5-c]pyrimidine-2-sulfonyl chloride (1.0 g, 4.0 mmol) and 3-amino-4-bromo-1-methylpyrazole (0.70 g, 4.0 mmol) in 10 mL of acetonitrile with stirring at ambient temperature and the mixture was allowed to react overnight. The mixture was then concentrated by evaporation under reduced pressure and the residue was taken up in methylene chloride. The resulting solution was extract... Reactants: N1=CC(=CC=C1)CNC(=S)N (N-(pyridin-3-ylmethyl)thiourea), C(#N)CC(=O)OCC (ethyl cyanoacetate). Product: NC1=CC(NC(N1CC=1C=NC=CC1)=S)=O (6-Amino-1-(pyridin-3-ylmethyl)-2-thioxo-2,3-dihydro-1H-pyrimidin-4-one). Yield: 82.7%. As a reaction SMILES: [N:1]1[CH:6]=[CH:5][CH:4]=[C:3]([CH2:7][NH:8][C:9]([NH2:11])=[S:10])[CH:2]=1.[C:12]([CH2:14][C:15](OCC)=[O:16])#[N:13]>>[NH2:13][C:12]1[N:8]([CH2:7][C:3]2[CH:2]=[N:1][CH:6]=[CH:5][CH:4]=2)[C:9](=[S:10])[NH:11][C:15](=[O:16])[CH:14]=1. Reported procedure: The title compound was prepared in accordance with the general method described in Example 1(b) using N-(pyridin-3-ylmethyl)thiourea (Beaudegnies, R., Wendeborm, S., Heterocycles, 2003, 11, 2417-2424) (1.19 g, 7.12 mmol) and ethyl cyanoacetate (0.97 g, 8.54 mmol), giving the title compound (1.38 g, 83%) as a solid. Reactants: C(=O)(OCC1=CC=CC=C1)N[C@@H](C)C(=O)N(CC(=O)O)CC1=CC=CC=C1 (N-carbobenzyloxy-L-alanyl-N-benzyl glycine). Reagents/catalysts: [Pd] (palladium on carbon). Solvent: C(C)O (ethanol), O (H2O). Yields the product N[C@@H](C)C(=O)N(CC(=O)O)CC1=CC=CC=C1 (L-Alanyl-N-Benzyl-Glycine). As a reaction SMILES: C([NH:11][C@H:12]([C:14]([N:16]([CH2:21][C:22]1[CH:27]=[CH:26][CH:25]=[CH:24][CH:23]=1)[CH2:17][C:18]([OH:20])=[O:19])=[O:15])[CH3:13])(OCC1C=CC=CC=1)=O>[Pd].C(O)C.O>[NH2:11][C@H:12]([C:14]([N:16]([CH2:21][C:22]1[CH:23]=[CH:24][CH:25]=[CH:26][CH:27]=1)[CH2:17][C:18]([OH:20])=[O:19])=[O:15])[CH3:13]. Procedure details: A solution of N-carbobenzyloxy-L-alanyl-N-benzyl glycine (6.0 g) and 10% palladium on carbon (2.0 g) in 200 ml ethanol was hydrogenated at 50 psi for 4 hours and filtered. Concentration of the volatiles in vacuo provided a residue which was dissolved in H2O and filtered. The aqueous solution was acidified with 25% aqueous HBr until pH 1 was obtained. The solution was lyophilized. The crystalline product was recrystallized from ether-acetonitrile (m.p. 84°-85° C.).